The task is: describe an organic reaction: reactants, conditions, products, and yield. This data is from the Open Reaction Database (ORD), a public repository of structured organic reaction records. The reactants are CCOC(=O)C(OCC)C(O)c1ccc(OCc2nc(C(C)(C)C)oc2C)c2ccsc12, CC[SiH](CC)CC, O=C(O)C(F)(F)F. Product: CCOC(=O)C(Cc1ccc(OCc2nc(C(C)(C)C)oc2C)c2ccsc12)OCC. As a reaction SMILES: [CH2:1]([CH3:2])[O:3][C:4]([CH:5]([CH:6]([OH:7])[c:8]1[cH:9][cH:10][c:11]([O:17][CH2:18][c:19]2[n:20][c:21]([C:25]([CH3:26])([CH3:27])[CH3:28])[o:22][c:23]2[CH3:24])[c:12]2[c:13]1[s:14][cH:15][cH:16]2)[O:29][CH2:30][CH3:31])=[O:32].[CH2:33]([SiH:34]([CH2:35][CH3:36])[CH2:37][CH3:38])[CH3:39].[OH:40][C:41]([C:42]([F:43])([F:44])[F:45])=[O:46]>>[CH2:1]([CH3:2])[O:3][C:4]([CH:5]([CH2:6][c:8]1[cH:9][cH:10][c:11]([O:17][CH2:18][c:19]2[n:20][c:21]([C:25]([CH3:26])([CH3:27])[CH3:28])[o:22][c:23]2[CH3:24])[c:12]2[c:13]1[s:14][cH:15][cH:16]2)[O:29][CH2:30][CH3:31])=[O:32]. Reactants: Brc1nccs1, C#C[Si](C)(C)C, C1CCOC1, [Cu]I, Cl[Pd]Cl, c1ccc(P(c2ccccc2)c2ccccc2)cc1, c1ccc(P(c2ccccc2)c2ccccc2)cc1. Product: C[Si](C)(C)C#Cc1nccs1. As a reaction SMILES: [Br:1][c:2]1[s:3][cH:4][cH:5][n:6]1.[C:7](#[CH:8])[Si:9]([CH3:10])([CH3:11])[CH3:12].[CH2:13]1[O:14][CH2:15][CH2:16][CH2:17]1.[Cu:59][I:60].[Pd:18]([Cl:19])[Cl:20].[c:21]1([P:22]([c:23]2[cH:24][cH:25][cH:26][cH:27][cH:28]2)[c:29]2[cH:30][cH:31][cH:32][cH:33][cH:34]2)[cH:35][cH:36][cH:37][cH:38][cH:39]1.[c:40]1([P:41]([c:42]2[cH:43][cH:44][cH:45][cH:46][cH:47]2)[c:48]2[cH:49][cH:50][cH:51][cH:52][cH:53]2)[cH:54][cH:55][cH:56][cH:57][cH:58]1>>[c:2]1([C:8]#[C:7][Si:9]([CH3:10])([CH3:11])[CH3:12])[s:3][cH:4][cH:5][n:6]1. Reactants: N([C@@H](C(C)C)C(=O)N1[C@H](C(=O)N[C@@H](C(C)C)C(=O)N2[C@H](C(=O)CCl)CCC2)CCC1)C(=O)OCC1=CC=CC=C1 (Z-Val-Pro-Val-Pro-CH2—Cl), using acidic acid. Reagents/catalysts: [Zn] (zinc). Product: N([C@@H](C(C)C)C(=O)N1[C@H](C(=O)N[C@@H](C(C)C)C(=O)N2[C@H](C(=O)C)CCC2)CCC1)C(=O)OCC1=CC=CC=C1 (Z-Val-Pro-Val-Pro-CH3). Reaction SMILES: [NH:1]([C:31]([O:33][CH2:34][C:35]1[CH:40]=[CH:39][CH:38]=[CH:37][CH:36]=1)=[O:32])[C@H:2]([C:6]([N:8]1[CH2:30][CH2:29][CH2:28][C@H:9]1[C:10]([NH:12][C@H:13]([C:17]([N:19]1[CH2:27][CH2:26][CH2:25][C@H:20]1[C:21]([CH2:23]Cl)=[O:22])=[O:18])[CH:14]([CH3:16])[CH3:15])=[O:11])=[O:7])[CH:3]([CH3:5])[CH3:4]>[Zn]>[NH:1]([C:31]([O:33][CH2:34][C:35]1[CH:40]=[CH:39][CH:38]=[CH:37][CH:36]=1)=[O:32])[C@H:2]([C:6]([N:8]1[CH2:30][CH2:29][CH2:28][C@H:9]1[C:10]([NH:12][C@H:13]([C:17]([N:19]1[CH2:27][CH2:26][CH2:25][C@H:20]1[C:21]([CH3:23])=[O:22])=[O:18])[CH:14]([CH3:15])[CH3:16])=[O:11])=[O:7])[CH:3]([CH3:4])[CH3:5]. Reported procedure: 15 (1.1 g, 1.91 mmol) was treated as described for 18 using acidic acid (5.3 ml) and zinc (1.31 g). Starting materials: N([C@@H](CC1=CC=CC=C1)C(=O)O)C(=O)OCC1=CC=CC=C1 (Z-Phe-OH), FC(C(=O)O)(F)F (trifluoroacetic acid), N[C@@H](CC(C)C)C(=O)N (Leu-NH2), Na2 SO4.10H2O. Yields the product N([C@@H](CC1=CC=CC=C1)C(=O)N[C@@H](CC(C)C)C(=O)N)C(=O)OCC1=CC=CC=C1 (Z-Phe-Leu-NH2). Reaction SMILES: [NH:1]([C:13]([O:15][CH2:16][C:17]1[CH:22]=[CH:21][CH:20]=[CH:19][CH:18]=1)=[O:14])[C@H:2]([C:10]([OH:12])=O)[CH2:3][C:4]1[CH:9]=[CH:8][CH:7]=[CH:6][CH:5]=1.[NH2:23][C@H:24]([C:29]([NH2:31])=[O:30])[CH2:25][CH:26]([CH3:28])[CH3:27].FC(F)(F)C(O)=O>>[NH:1]([C:13]([O:15][CH2:16][C:17]1[CH:22]=[CH:21][CH:20]=[CH:19][CH:18]=1)=[O:14])[C@H:2]([C:10]([NH:23][C@H:24]([C:29]([NH2:31])=[O:30])[CH2:25][CH:26]([CH3:28])[CH3:27])=[O:12])[CH2:3][C:4]1[CH:5]=[CH:6][CH:7]=[CH:8][CH:9]=1. Procedure details: 30 mg (0.1 mole) Z-Phe-OH and 13 mg (0.1 mmole) Leu-NH2 are placed into an unsealed glass container having a 12 mm inner diameter and stirred with a spatula. Then, a mixture of 161 mg (0.5 mole) Na2 SO4.10H2O and 5 mg thermolysine is added, the glass container is closed and subjected to ultrasonic waves in an ultrasound bath at 40° C. After 20 minutes the reaction is stopped with 0.4 ml 5% (v/v) aqueous trifluoroacetic acid. The analytical evaluation is carried out by means of HPLC and compariso... Starting materials: C1(CCCCC1)CCC[C@H](CC(=O)OC(C)(C)C)C1=NC(=NO1)COS(=O)(=O)C1=CC=C(C=C1)C (tert-butyl (3R)-6-cyclohexyl-3-[3-(([(4-methylphenyl)sulfonyl]oxy)methyl)-1,2,4-oxadiazol-5- yl]hexanoate), C(CCC)[Li] (n-butyl lithium), hexanes, N1(C=NC=C1)C(=O)OC(C)(C)C (tert-butyl 1H-imidazole-1-carboxylate). Solvent: O1CCCC1 (tetrahydrofuran), O1CCCC1 (tetrahydrofuran). Conditions: time 1 hour. Yields the product C1(CCCCC1)CCC[C@H](CC(=O)OC(C)(C)C)C1=NC(=NO1)CC=1NC=CN1 (tert-butyl (3R)-6-cyclohexyl-3-[3-(1H-imidazol-2-ylmethyl)-1,2,4-oxadiazol-5-yl]hexanoate). Yield: 96.5%. As a reaction SMILES: [N:1]1(C(OC(C)(C)C)=O)[CH:5]=[CH:4][N:3]=[CH:2]1.C([Li])CCC.[CH:18]1([CH2:24][CH2:25][CH2:26][C@@H:27]([C:36]2[O:40][N:39]=[C:38]([CH2:41]OS(C3C=CC(C)=CC=3)(=O)=O)[N:37]=2)[CH2:28][C:29]([O:31][C:32]([CH3:35])([CH3:34])[CH3:33])=[O:30])[CH2:23][CH2:22][CH2:21][CH2:20][CH2:19]1>O1CCCC1>[CH:18]1([CH2:24][CH2:25][CH2:26][C@@H:27]([C:36]2[O:40][N:39]=[C:38]([CH2:41][C:2]3[NH:1][CH:5]=[CH:4][N:3]=3)[N:37]=2)[CH2:28][C:29]([O:31][C:32]([CH3:35])([CH3:33])[CH3:34])=[O:30])[CH2:23][CH2:22][CH2:21][CH2:20][CH2:19]1. Procedure details: A solution of tert-butyl 1H-imidazole-1-carboxylate (133 mg, 0.79 mmol) in anhydrous tetrahydrofuran (2 ml), cooled to −78° C., treated with n-butyl lithium, 2.5M in hexanes (320 μl, 0.79 mmol) and stirred under a nitrogen atmosphere for 1 hour. A solution of tert-butyl (3R)-6-cyclohexyl-3-[3-(([(4-methylphenyl)sulfonyl]oxy)methyl)-1,2,4-oxadiazol-5- yl]hexanoate (Preparation 92) (400 mg, 0.79 mmol) in anhydrous tetrahydrofuran (2 ml) was added slowly and the mixture was allowed to warm to room ... Starting materials: O1CCOC12CCC(CC2)C2CCC(CC2)(O)C2=C(C=C(C=C2)C2(CCCCC2)CCCCC)F (4-(1,4-dioxa-spiro[4,5] dec-8-yl)-1-[2-fluoro-4-(pentyl-cyclohexyl)-phenyl]-cyclohexanol), C1(=CC=C(C=C1)S(=O)(=O)O)C (p-toluenesulfonic acid), C1(=CC=CC=C1)C (toluene). Solvent: O (water). Run at temperature 30 celsius. Product: FC1=C(C=CC(=C1)C1CCC(CC1)CCCCC)C1=CCC(CC1)C1CCC2(OCCO2)CC1 (8-{4-[2-fluoro-4-(4-pentyl-cyclohexyl)-phenyl]-cyclohex-3-enyl}-1,4-dioxa-spiro[4,5] decane). Isolated yield 537.4%. Reaction SMILES: [O:1]1[C:5]2([CH2:10][CH2:9][CH:8]([CH:11]3[CH2:16][CH2:15][C:14]([C:18]4[CH:23]=[CH:22][C:21]([C:24]5(CCCCC)[CH2:29][CH2:28][CH2:27][CH2:26][CH2:25]5)=[CH:20][C:19]=4[F:35])(O)[CH2:13][CH2:12]3)[CH2:7][CH2:6]2)[O:4][CH2:3][CH2:2]1.[C:36]1(C)[CH:41]=[CH:40]C(S(O)(=O)=O)=[CH:38][CH:37]=1.C1(C)C=CC=CC=1>O>[F:35][C:19]1[CH:20]=[C:21]([CH:24]2[CH2:25][CH2:26][CH:27]([CH2:38][CH2:37][CH2:36][CH2:41][CH3:40])[CH2:28][CH2:29]2)[CH:22]=[CH:23][C:18]=1[C:14]1[CH2:13][CH2:12][CH:11]([CH:8]2[CH2:9][CH2:10][C:5]3([O:4][CH2:3][CH2:2][O:1]3)[CH2:6][CH2:7]2)[CH2:16][CH:15]=1. Procedure: The compound (3) (108.6 g), p-toluenesulfonic acid (4.02 g) and toluene (500 ml) were mixed, and the mixture was heated under reflux for 1.5 hours while the water being distilled was removed. The reaction mixture was cooled to 30° C., and then water (1,000 ml) and toluene (1,800 ml) were added and mixed with it. The mixture was then allowed to stand until it had separated into two phases, the organic and aqueous phases, and an extractive operation to an organic phase was carried out. The organic... The reactants are ClC=1C(=NN=NC1OC)OC (chlorodimethoxytriazine), C(C)OC([C@@H](N)CCC(=O)OCC)=O (L-glutamic acid diethyl ester), N#N (N2), NC1=NC(C2=C(N1)NC=C2CCC2=CC=C(C(=O)O)C=C2)=O (4-[2-(2-amino-4,7-dihydro-4-oxo-1H-pyrrolo[2,3-d]pyrimidin-5-yl)ethyl]benzoic acid), CN1CCOCC1 (N-methylmorpholine), C1(=CC=C(C=C1)S(=O)(=O)O)C (p-Toluenesulfonic acid). Run in C(C)#N (acetonitrile), C(Cl)Cl (methylene chloride), O (water), CN(C=O)C (dimethylformamide), 3A, alcohol, C(C)(=O)O (acetic acid). Reaction conditions: temperature 5 celsius, time 15 minute. The product is C1(=CC=C(C=C1)S(=O)(=O)O)C.C(C)OC([C@@H](NC(C1=CC=C(C=C1)CCC1=CNC=2NC(=NC(C21)=O)N)=O)CCC(=O)OCC)=O (N-(4-[2-(2-Amino-4,7-Dihydro-4-Oxo-1H-Pyrrolo[2,3-d]pyrimidin-5-yl)ethyl]benzoyl)-L-Glutamic Acid Diethyl Ester p-Toluenesulfonic Acid Salt). The yield is 86.3%. Reaction SMILES: N#N.[NH2:3][C:4]1[NH:9][C:8]2[NH:10][CH:11]=[C:12]([CH2:13][CH2:14][C:15]3[CH:23]=[CH:22][C:18]([C:19]([OH:21])=O)=[CH:17][CH:16]=3)[C:7]=2[C:6](=[O:24])[N:5]=1.CN1CCOCC1.ClC1C(OC)=NN=NC=1OC.[CH2:43]([O:45][C:46](=[O:56])[C@H:47]([CH2:49][CH2:50][C:51]([O:53][CH2:54][CH3:55])=[O:52])[NH2:48])[CH3:44].[C:57]1([CH3:67])[CH:62]=[CH:61][C:60]([S:63]([OH:66])(=[O:65])=[O:64])=[CH:59][CH:58]=1>C(Cl)Cl.O.C(O)(=O)C.C(#N)C.CN(C)C=O>[C:57]1([CH3:67])[CH:58]=[CH:59][C:60]([S:63]([OH:66])(=[O:64])=[O:65])=[CH:61][CH:62]=1.[CH2:43]([O:45][C:46](=[O:56])[C@H:47]([CH2:49][CH2:50][C:51]([O:53][CH2:54][CH3:55])=[O:52])[NH:48][C:19](=[O:21])[C:18]1[CH:22]=[CH:23][C:15]([CH2:14][CH2:13][C:12]2[C:7]3[C:6](=[O:24])[N:5]=[C:4]([NH2:3])[NH:9][C:8]=3[NH:10][CH:11]=2)=[CH:16][CH:17]=1)[CH3:44] |f:11.12|. Procedure details: A 50 mL flask with mechanical stirrer, thermometer and N2 adapter was charged with 1.93 g (corrected for assay) of 4-[2-(2-amino-4,7-dihydro-4-oxo-1H-pyrrolo[2,3-d]pyrimidin-5-yl)ethyl]benzoic acid (2.5 g, potency 77%) and 13.5 mL of dimethylformamide. The slurry was stirred 15 minutes and 1.94 grams of N-methylmorpholine (2.9 eq) was added. The mixture was cooled to 5° C. with an ice/water bath and chlorodimethoxytriazine (1.46 grams, 1.28 eq.) was added all at once. The mixture was stirred 40 ...